Task: describe an organic reaction: reactants, conditions, products, and yield. Dataset: the Open Reaction Database (ORD), a public repository of structured organic reaction records Reactants: C(C)(C)(C)NC(=O)C1=C(C=C(C=C1)C1=CC=CC=C1)CCCC ((N-tert-butyl)-3-butyl-4-biphenylcarboxamide), Cl (HCl), C(CO)O (ethylene glycol). Product: C(CCC)C=1C=C(C(=O)OCCCl)C=CC1C1=CC=CC=C1 (2-Chloroethyl 3-butyl-4-phenylbenzoate). Reaction SMILES: C(N[C:6]([C:8]1[CH:13]=[CH:12][C:11]([C:14]2[CH:19]=[CH:18][CH:17]=[CH:16][CH:15]=2)=[CH:10][C:9]=1CCCC)=[O:7])(C)(C)C.[ClH:24].[CH2:25]([OH:28])[CH2:26]O>>[CH2:6]([C:12]1[CH:13]=[C:8]([CH:9]=[CH:10][C:11]=1[C:14]1[CH:15]=[CH:16][CH:17]=[CH:18][CH:19]=1)[C:6]([O:28][CH2:25][CH2:26][Cl:24])=[O:7])[CH2:8][CH2:9][CH3:10]. Procedure: To a 200 mL round bottomed flask with a stirring bar and a reflux condenser was added (N-tert-butyl)-3-butyl-4-biphenylcarboxamide (3.17 g, 10.24 mmol), ethylene glycol (25 mL) and 12N HCl (25 mL). This mixture was heated at reflux 72 h. The cooled mixture was extracted with EtOAc and the EtOAc extracts were combined, washed with H2O (3×) and brine. Drying (MgSO4), filtration and removal of the solvent in vacuo gave an oil. This material was chromatographed on silica gel using 30% EtOAc in hexan... Starting materials: CCCCOC(N)=O, ClC(Cl)Cl, O=C(Cl)C(=O)Cl. Product: CCCCOC(=O)N=C=O. As a reaction SMILES: [C:7]([NH2:8])([O:9][CH2:10][CH2:11][CH2:12][CH3:13])=[O:14].[CH:15]([Cl:16])([Cl:17])[Cl:18].[Cl:1][C:2](=[O:3])[C:4]([Cl:5])=[O:6]>>[C:2](=[O:3])=[N:8][C:7]([O:9][CH2:10][CH2:11][CH2:12][CH3:13])=[O:14]. Reactants: C(C1=CC=CC=C1)C1=CC=C(C(N1CC(=O)O)=O)NC(CCC1=CC=CC=C1)=O ([6-Benzyl-1,2-dihydro-2-oxo-3-(3-phenylpropionyl)amino-1-pyridyl]acetic acid), C(C=C)OC(=O)N[C@@H](CC(=O)OC(C)(C)C)C(COCC1=C(C=CC=C1)Cl)=O ((3S)t-butyl N-(allyloxycarbonyl)-3-amino-5-(2-chlorophenylmethoxyl)-4-oxo-pentanoate). Product: C(C1=CC=CC=C1)C1=CC=C(C(N1CC(=O)NC(CC(=O)O)C(COCC1=C(C=CC=C1)Cl)=O)=O)NC(CCC1=CC=CC=C1)=O (N-2-(6-Benzyl-1,2-dihydro-2-oxo-3-(3-phenylpropionyl)amino-1-pyridyl)acetyl-3-amino-5-(2-chlorobenzyloxy)-4-oxo-pentanoic acid). As a reaction SMILES: [CH2:1]([C:8]1[N:13]([CH2:14]C(O)=O)[C:12](=[O:18])[C:11]([NH:19][C:20](=[O:29])[CH2:21][CH2:22][C:23]2[CH:28]=[CH:27][CH:26]=[CH:25][CH:24]=2)=[CH:10][CH:9]=1)[C:2]1[CH:7]=[CH:6][CH:5]=[CH:4][CH:3]=1.C(O[C:34]([NH:36][C@H:37]([C:46](=[O:57])[CH2:47][O:48][CH2:49][C:50]1[CH:55]=[CH:54][CH:53]=[CH:52][C:51]=1[Cl:56])[CH2:38][C:39]([O:41]C(C)(C)C)=[O:40])=[O:35])C=C>>[CH2:1]([C:8]1[N:13]([CH2:14][C:34]([NH:36][CH:37]([C:46](=[O:57])[CH2:47][O:48][CH2:49][C:50]2[CH:55]=[CH:54][CH:53]=[CH:52][C:51]=2[Cl:56])[CH2:38][C:39]([OH:41])=[O:40])=[O:35])[C:12](=[O:18])[C:11]([NH:19][C:20](=[O:29])[CH2:21][CH2:22][C:23]2[CH:24]=[CH:25][CH:26]=[CH:27][CH:28]=2)=[CH:10][CH:9]=1)[C:2]1[CH:7]=[CH:6][CH:5]=[CH:4][CH:3]=1. Procedure: N-2-(6-Benzyl-1,2-dihydro-2-oxo-3-(3-phenylpropionyl)amino-1-pyridyl)acetyl-3-amino-5-(2-chlorobenzyloxy)-4-oxo-pentanoic acid (90) was prepared from 52b and (3S)t-butyl N-(allyloxycarbonyl)-3-amino-5-(2-chlorophenylmethoxyl)-4-oxo-pentanoate (prepared by a similar method as 82) to give a white solid: 1H NMR(DMSO-d6) δ 9.2(s, 1H), 8.75(d, 1H), 7.7-7.1(m, 14H), 6.4(d, 1H), 4.65(d, 6H), 4.56(s, 1H), 4.6-4.35(dd, 1H), 3.9(s, 2H), 2.9-2.6(m, 6H) ##STR155##